The task is: describe an organic reaction: reactants, conditions, products, and yield. This data is from the Open Reaction Database (ORD), a public repository of structured organic reaction records. Starting materials: CCOC(=O)C(=O)c1ccc(OCCCCCCc2cccc(OCc3ccccc3)c2OCc2ccccc2)cc1, CO, [Na+], [Na+], O=C([O-])[O-], O. Yields the product O=C(O)C(=O)c1ccc(OCCCCCCc2cccc(OCc3ccccc3)c2OCc2ccccc2)cc1. Reaction SMILES: [CH2:1]([CH3:2])[O:3][C:4]([C:5]([c:6]1[cH:7][cH:8][c:9]([O:12][CH2:13][CH2:14][CH2:15][CH2:16][CH2:17][CH2:18][c:19]2[c:20]([O:33][CH2:34][c:35]3[cH:36][cH:37][cH:38][cH:39][cH:40]3)[c:21]([O:25][CH2:26][c:27]3[cH:28][cH:29][cH:30][cH:31][cH:32]3)[cH:22][cH:23][cH:24]2)[cH:10][cH:11]1)=[O:41])=[O:42].[CH3:49][OH:50].[Na+:43].[Na+:44].[O-:45][C:46](=[O:47])[O-:48].[OH2:51]>>[O:3]=[C:4]([C:5]([c:6]1[cH:7][cH:8][c:9]([O:12][CH2:13][CH2:14][CH2:15][CH2:16][CH2:17][CH2:18][c:19]2[c:20]([O:33][CH2:34][c:35]3[cH:36][cH:37][cH:38][cH:39][cH:40]3)[c:21]([O:25][CH2:26][c:27]3[cH:28][cH:29][cH:30][cH:31][cH:32]3)[cH:22][cH:23][cH:24]2)[cH:10][cH:11]1)=[O:41])[OH:42]. The reactants are ClC(Cl)(Cl)Cl, CC(=Cc1ccc(S(=O)(=O)CCO)cc1)c1ccc2c(c1)C(C)(C)CCC2(C)C, CC#N, O, c1ccc(P(c2ccccc2)c2ccccc2)cc1. The product is CC(=Cc1ccc(S(=O)(=O)CCCl)cc1)c1ccc2c(c1)C(C)(C)CCC2(C)C. RXN SMILES: [C:49]([Cl:50])([Cl:51])([Cl:52])[Cl:53].[CH3:1][C:2]1([CH3:29])[c:3]2[cH:4][cH:5][c:6]([C:14](=[CH:15][c:16]3[cH:17][cH:18][c:19]([S:22](=[O:23])(=[O:24])[CH2:25][CH2:26][OH:27])[cH:20][cH:21]3)[CH3:28])[cH:7][c:8]2[C:9]([CH3:12])([CH3:13])[CH2:10][CH2:11]1.[CH3:55][C:56]#[N:57].[OH2:54].[c:30]1([P:31]([c:32]2[cH:33][cH:34][cH:35][cH:36][cH:37]2)[c:38]2[cH:39][cH:40][cH:41][cH:42][cH:43]2)[cH:44][cH:45][cH:46][cH:47][cH:48]1>>[CH3:1][C:2]1([CH3:29])[c:3]2[cH:4][cH:5][c:6]([C:14](=[CH:15][c:16]3[cH:17][cH:18][c:19]([S:22](=[O:23])(=[O:24])[CH2:25][CH2:26][Cl:50])[cH:20][cH:21]3)[CH3:28])[cH:7][c:8]2[C:9]([CH3:12])([CH3:13])[CH2:10][CH2:11]1. The reactants are COc1cc2nccc(Oc3ccc(N)cc3)c2cc1OC, Cc1ccccc1N=C=O, Cc1ccccc1. The product is COc1cc2nccc(Oc3ccc(NC(=O)Nc4ccccc4C)cc3)c2cc1OC. RXN SMILES: [CH3:1][O:2][c:3]1[cH:4][c:5]2[c:6]([O:15][c:16]3[cH:17][cH:18][c:19]([NH2:22])[cH:20][cH:21]3)[cH:7][cH:8][n:9][c:10]2[cH:11][c:12]1[O:13][CH3:14].[CH3:23][c:24]1[c:25]([N:30]=[C:31]=[O:32])[cH:26][cH:27][cH:28][cH:29]1.[CH3:33][c:34]1[cH:35][cH:36][cH:37][cH:38][cH:39]1>>[CH3:1][O:2][c:3]1[cH:4][c:5]2[c:6]([O:15][c:16]3[cH:17][cH:18][c:19]([NH:22][C:31]([NH:30][c:25]4[c:24]([CH3:23])[cH:29][cH:28][cH:27][cH:26]4)=[O:32])[cH:20][cH:21]3)[cH:7][cH:8][n:9][c:10]2[cH:11][c:12]1[O:13][CH3:14]. The product is N#CCc1ccc(Br)cc1Cl. Reactants: [Br-], Clc1cc(Br)ccc1CBr, [C-]#N, CCCC[N+](CCCC)(CCCC)CCCC, ClCCl, [K+], O, O. As a reaction SMILES: [Br-:14].[Br:1][c:2]1[cH:3][c:4]([Cl:10])[c:5]([CH2:8][Br:9])[cH:6][cH:7]1.[C-:11]#[N:12].[CH3:15][CH2:16][CH2:17][CH2:18][N+:19]([CH2:20][CH2:21][CH2:22][CH3:23])([CH2:24][CH2:25][CH2:26][CH3:27])[CH2:28][CH2:29][CH2:30][CH3:31].[Cl:32][CH2:33][Cl:34].[K+:13].[OH2:35].[OH2:36]>>[Br:1][c:2]1[cH:3][c:4]([Cl:10])[c:5]([CH2:8][C:11]#[N:12])[cH:6][cH:7]1. Starting materials: ClC=1C=C(C2=C(N1)N(N=C2I)C2OCCCC2)C(=O)O (6-chloro-3-iodo-1-(tetrahydro-pyran-2-yl)-1H-pyrazolo[3,4-b]pyridine-4-carboxylic acid), C(=O)(OC(C)(C)C)N1CCNCC1 (1-boc-piperazine), ON1N=NC2=C1C=CC=C2 (1-hydroxybenzotriazole), Cl.CN(CCCN=C=NCC)C (N-(3-dimethylaminopropyl)-N′-ethylcarbodiimide hydrochloride). The solvent is O1CCCC1 (tetrahydrofuran), CN(C(C)=O)C (N,N-dimethylacetamide). Conditions: time 20 hour. Product: C(C)(C)(C)OC(=O)N1CCN(CC1)C(=O)C=1C2=C(N=C(C1)Cl)N(N=C2I)C2OCCCC2 (4-[6-chloro-3-iodo-1-(tetrahydro-pyran-2-yl)-1H-pyrazolo[3,4-b]pyridine-4-carbonyl]-piperazine-1-carboxylic acid tert-butyl ester). The yield is 99.2%. As a reaction SMILES: [Cl:1][C:2]1[CH:3]=[C:4]([C:18]([OH:20])=O)[C:5]2[C:10]([I:11])=[N:9][N:8]([CH:12]3[CH2:17][CH2:16][CH2:15][CH2:14][O:13]3)[C:6]=2[N:7]=1.[C:21]([N:28]1[CH2:33][CH2:32][NH:31][CH2:30][CH2:29]1)([O:23][C:24]([CH3:27])([CH3:26])[CH3:25])=[O:22].ON1C2C=CC=CC=2N=N1.Cl.CN(C)CCCN=C=NCC>O1CCCC1.CN(C)C(=O)C>[C:24]([O:23][C:21]([N:28]1[CH2:33][CH2:32][N:31]([C:18]([C:4]2[C:5]3[C:10]([I:11])=[N:9][N:8]([CH:12]4[CH2:17][CH2:16][CH2:15][CH2:14][O:13]4)[C:6]=3[N:7]=[C:2]([Cl:1])[CH:3]=2)=[O:20])[CH2:30][CH2:29]1)=[O:22])([CH3:27])([CH3:25])[CH3:26] |f:3.4|. Reported procedure: To a solution of 6-chloro-3-iodo-1-(tetrahydro-pyran-2-yl)-1H-pyrazolo[3,4-b]pyridine-4-carboxylic acid (17 g, 42 mmol) in a mixture of tetrahydrofuran (250 mL) and N,N-dimethylacetamide (40 mL) were added 1-boc-piperazine (8.6 g, 46 mmol), 1-hydroxybenzotriazole (0.56 g, 4.2 mmol), and N-(3-dimethylaminopropyl)-N′-ethylcarbodiimide hydrochloride (8.03 g, 42 mmol). The reaction mixture was stirred at room temperature for 20 hours and then the THF was evaporated under vacuum. An aqueous solution ... The reactants are CCO, CC(C)(N)C#Cc1ccc(-c2ccnc(NC3CC(C)(C)NC(C)(C)C3)n2)cc1. Yields the product CC(C)(N)CCc1ccc(-c2ccnc(NC3CC(C)(C)NC(C)(C)C3)n2)cc1. Reaction SMILES: [CH3:30][CH2:31][OH:32].[NH2:1][C:2]([C:3]#[C:4][c:5]1[cH:6][cH:7][c:8](-[c:11]2[n:12][c:13]([NH:17][CH:18]3[CH2:19][C:20]([CH3:26])([CH3:27])[NH:21][C:22]([CH3:24])([CH3:25])[CH2:23]3)[n:14][cH:15][cH:16]2)[cH:9][cH:10]1)([CH3:28])[CH3:29]>>[NH2:1][C:2]([CH2:3][CH2:4][c:5]1[cH:6][cH:7][c:8](-[c:11]2[n:12][c:13]([NH:17][CH:18]3[CH2:19][C:20]([CH3:26])([CH3:27])[NH:21][C:22]([CH3:24])([CH3:25])[CH2:23]3)[n:14][cH:15][cH:16]2)[cH:9][cH:10]1)([CH3:28])[CH3:29]. The reactants are CC1(C=2C=CC(=CC2C(CC1)(C)C)O)C (5,6,7,8-tetrahydro-5,5,8,8-tetramethyl-2-naphthol), BrC1=CC=C(C=O)C=C1 (4-bromobenzaldehyde), aldehyde. The product is CC1(C=2C=CC(=CC2C(CC1)(C)C)OC1=CC=C(C=O)C=C1)C (4-(5,6,7,8-tetrahydro-5,5,8,8-tetramethyl-2-naphthyloxy)benzaldehyde). RXN SMILES: [CH3:1][C:2]1([CH3:15])[CH2:11][CH2:10][C:9]([CH3:13])([CH3:12])[C:8]2[CH:7]=[C:6]([OH:14])[CH:5]=[CH:4][C:3]1=2.Br[C:17]1[CH:24]=[CH:23][C:20]([CH:21]=[O:22])=[CH:19][CH:18]=1>>[CH3:1][C:2]1([CH3:15])[CH2:11][CH2:10][C:9]([CH3:13])([CH3:12])[C:8]2[CH:7]=[C:6]([O:14][C:17]3[CH:24]=[CH:23][C:20]([CH:21]=[O:22])=[CH:19][CH:18]=3)[CH:5]=[CH:4][C:3]1=2. Procedure: In a manner similar to Example 1(a) above, by the reaction of 5.3 g (15 mmol) of 5,6,7,8-tetrahydro-5,5,8,8-tetramethyl-2-naphthol with 3.1 g (16.5 mmol) of 4-bromobenzaldehyde, 2.4 g of the expected aldehyde of melting point 75-6° C. were obtained after purification by chromatography on a silica column eluted with a mixture of dichloromethane and hexane (50/50).